This data is from the Open Reaction Database (ORD), a public repository of structured organic reaction records. The task is: describe an organic reaction: reactants, conditions, products, and yield The reactants are BrBr, CC(C)Oc1ccc(-c2nccs2)cc1C(F)(F)F, CC(=O)[O-], CC(=O)O, [Na+]. Yields the product CC(C)Oc1ccc(-c2ncc(Br)s2)cc1C(F)(F)F. Reaction SMILES: [Br:25][Br:26].[CH3:1][CH:2]([CH3:3])[O:4][c:5]1[c:6]([C:16]([F:17])([F:18])[F:19])[cH:7][c:8](-[c:11]2[s:12][cH:13][cH:14][n:15]2)[cH:9][cH:10]1.[CH3:21][C:22](=[O:23])[O-:24].[CH3:27][C:28](=[O:29])[OH:30].[Na+:20]>>[CH3:1][CH:2]([CH3:3])[O:4][c:5]1[c:6]([C:16]([F:17])([F:18])[F:19])[cH:7][c:8](-[c:11]2[s:12][c:13]([Br:25])[cH:14][n:15]2)[cH:9][cH:10]1. Reactants: CSC=1C=CC2=C(C(=NCC(N2)=O)C2=NC=CC=C2)C1 (7-methylthio-1,3-dihydro-5-(2-pyridyl)-2H-1,4-benzodiazepin-2-one), P12(=S)SP3(=S)SP(=S)(S1)SP(=S)(S2)S3 (phosphorus pentasulfide). The solvent is N1=CC=CC=C1 (pyridine). Product: CSC=1C=CC2=C(C(=NCC(N2)=S)C2=NC=CC=C2)C1 (7-methylthio-1,3-dihydro-5-(2-pyridyl)-2H-1,4-benzodiazepine-2-thione). As a reaction SMILES: [CH3:1][S:2][C:3]1[CH:4]=[CH:5][C:6]2[NH:12][C:11](=O)[CH2:10][N:9]=[C:8]([C:14]3[CH:19]=[CH:18][CH:17]=[CH:16][N:15]=3)[C:7]=2[CH:20]=1.P12(SP3(SP(SP(S3)(S1)=S)(=S)S2)=S)=[S:22]>N1C=CC=CC=1>[CH3:1][S:2][C:3]1[CH:4]=[CH:5][C:6]2[NH:12][C:11](=[S:22])[CH2:10][N:9]=[C:8]([C:14]3[CH:19]=[CH:18][CH:17]=[CH:16][N:15]=3)[C:7]=2[CH:20]=1. Reported procedure: A stirred solution of 7-methylthio-1,3-dihydro-5-(2-pyridyl)-2H-1,4-benzodiazepin-2-one (0.0206 mole) in dry pyridine (400 ml.) was treated with phosphorus pentasulfide (5.05 g.), warmed, under nitrogen, at 110°-120° C. for 1 hour, cooled and concentrated in vacuo. Residual pyridine was removed by the successive addition of xylene and toluene to the residue with concentration after each addition. The resulting residue was mixed with dilute sodium carbonate and extracted with chloroform. The chlo... Reactants: C(C=C)N(C/C=C/COC1=C(C=C(C=C1)C(CCCCCCCCCCNC(C)=O)=O)F)C ((E)-N-[11-[4-[4-(allyl-methyl-amino)-but-2-enyloxy]-3-fluoro-phenyl]-11-oxo-undecyl]-acetamide), Cl (hydrochloric acid), Cl (hydrochloric acid), Cl (hydrochloric acid). The solvent is C(C)O (ethanol). Conditions: time 24 hour. The product is C(C=C)N(C/C=C/COC1=C(C=C(C=C1)C(CCCCCCCCCCN)=O)F)C ((E)-1-[4-[4-(allyl-methyl-amino)-but-2-enyloxy]-3-fluoro-phenyl]-11-amino-undecan-1-one). Yield: 88.5%. RXN SMILES: [CH2:1]([N:4]([CH3:33])[CH2:5]/[CH:6]=[CH:7]/[CH2:8][O:9][C:10]1[CH:15]=[CH:14][C:13]([C:16](=[O:31])[CH2:17][CH2:18][CH2:19][CH2:20][CH2:21][CH2:22][CH2:23][CH2:24][CH2:25][CH2:26][NH:27]C(=O)C)=[CH:12][C:11]=1[F:32])[CH:2]=[CH2:3].Cl>C(O)C>[CH2:1]([N:4]([CH3:33])[CH2:5]/[CH:6]=[CH:7]/[CH2:8][O:9][C:10]1[CH:15]=[CH:14][C:13]([C:16](=[O:31])[CH2:17][CH2:18][CH2:19][CH2:20][CH2:21][CH2:22][CH2:23][CH2:24][CH2:25][CH2:26][NH2:27])=[CH:12][C:11]=1[F:32])[CH:2]=[CH2:3]. Procedure details: A solution of 1.84 g of (E)-N-[11-[4-[4-(allyl-methyl-amino)-but-2-enyloxy]-3-fluoro-phenyl]-11-oxo-undecyl]-acetamide (Ex. 4c) in 30 ml of ethanol/5 ml of 18% aqueous hydrochloric acid is boiled for 7 hrs. and, after the addition of 4 ml of concentrated hydrochloric acid, boiled for 24 hrs. and, after the addition of a further 4 ml of concentrated hydrochloric acid, boiled for 30 hrs. After concentration the residue is taken up in 10% potassium hydrogen sulphate solution/methylene chloride and ... Reactants: C12=CC=CC=C1CCN2, CC1=CC=C(S(=O)(Cl)=O)C=C1. The reagents and catalysts are O=C([O-])O.[Na+] (NaHCO3). Run in O (water), OCCOCCOCCOCCOCCO (PEG400), CC(C)=O (acetone). Reaction conditions: temperature 25 celsius, pressure 100 psi, time 20 minute. Product: Cc1ccc(S(=O)(=O)N2CCc3ccccc32)cc1. Yield: 96.0%. The reactants are C1CCOC1, O=[N+]([O-])c1ccc(CP2(=O)OCCCO2)cc1. The product is Nc1ccc(CP2(=O)OCCCO2)cc1. As a reaction SMILES: [CH2:18]1[O:19][CH2:20][CH2:21][CH2:22]1.[N+:1]([O-:2])(=[O:3])[c:4]1[cH:5][cH:6][c:7]([CH2:8][P:9]2(=[O:15])[O:10][CH2:11][CH2:12][CH2:13][O:14]2)[cH:16][cH:17]1>>[NH2:1][c:4]1[cH:5][cH:6][c:7]([CH2:8][P:9]2(=[O:15])[O:10][CH2:11][CH2:12][CH2:13][O:14]2)[cH:16][cH:17]1. Reactants: N1=CC(=CC=C1)CO (3-pyridyl carbinol), S(C#N)C1=CC=C(C=C1)N=C=O (p-thiocyanophenyl isocyanate). Run in C1=CC=CC=C1 (benzene). Product: S(C#N)C1=CC=C(C=C1)NC(OCC=1C=NC=CC1)=O (3-pyridylmethyl N-(4'-thiocyanophenyl)carbamate). Isolated yield 47.0%. RXN SMILES: [S:1]([C:4]1[CH:9]=[CH:8][C:7]([N:10]=[C:11]=[O:12])=[CH:6][CH:5]=1)[C:2]#[N:3].[N:13]1[CH:18]=[CH:17][CH:16]=[C:15]([CH2:19][OH:20])[CH:14]=1>C1C=CC=CC=1>[S:1]([C:4]1[CH:5]=[CH:6][C:7]([NH:10][C:11](=[O:12])[O:20][CH2:19][C:15]2[CH:14]=[N:13][CH:18]=[CH:17][CH:16]=2)=[CH:8][CH:9]=1)[C:2]#[N:3]. Reported procedure: To a solution of p-thiocyanophenyl isocyanate (5.25g., 0.0298 mole) in 100 ml. of benzene was added 3-pyridyl carbinol (3.25g., 0.0298 mole). An immediate exothermic reaction took place and a solid precipitated. After standing over the weekend 5.5g. of solid was isolated and after recrystallization from toluene this gave 4.0g. melting at 188°-191°C. This was a 47% yield of 3-pyridylmethyl N-(4'-thiocyanophenyl)carbamate.